Dataset: the Open Reaction Database (ORD), a public repository of structured organic reaction records. Task: describe an organic reaction: reactants, conditions, products, and yield The reactants are CCOC(=O)CCc1c[nH]c2ccccc12, CCO, NN, O. Yields the product NNC(=O)CCc1c[nH]c2ccccc12. As a reaction SMILES: [CH2:1]([O:3][C:4](=[O:2])[CH2:5][CH2:6][c:7]1[cH:8][nH:9][c:10]2[cH:11][cH:12][cH:13][cH:14][c:15]12)[CH3:16].[CH3:20][CH2:21][OH:22].[NH2:18][NH2:19].[OH2:17]>>[O:3]=[C:4]([CH2:5][CH2:6][c:7]1[cH:8][nH:9][c:10]2[cH:11][cH:12][cH:13][cH:14][c:15]12)[NH:18][NH2:19]. Reactants: ClC1C(C(=NN1C)C(F)F)C=O (5-chloro-3-(difluoromethyl)-1-methyl-4H-pyrazole-4-carbaldehyde), FC(C=1C=C(C=CC1)O)(F)F (3-trifluoromethylphenol), C([O-])([O-])=O.[K+].[K+] (potassium carbonate). The product is FC(C1=NN(C(=C1C(=O)O)OC1=CC(=CC=C1)C(F)(F)F)C)F (3-(difluoromethyl)-1-methyl-5-(3-(trifluoromethyl)phenoxy)-1H-pyrazole-4-carboxylic acid). Reaction SMILES: Cl[CH:2]1[N:6]([CH3:7])[N:5]=[C:4]([CH:8]([F:10])[F:9])[CH:3]1[CH:11]=[O:12].[F:13][C:14]([F:23])([F:22])[C:15]1[CH:16]=[C:17]([OH:21])[CH:18]=[CH:19][CH:20]=1.C(=O)([O-])[O-:25].[K+].[K+]>>[F:9][CH:8]([F:10])[C:4]1[C:3]([C:11]([OH:12])=[O:25])=[C:2]([O:21][C:17]2[CH:18]=[CH:19][CH:20]=[C:15]([C:14]([F:22])([F:23])[F:13])[CH:16]=2)[N:6]([CH3:7])[N:5]=1 |f:2.3.4|. Procedure details: The title compound was prepared using 5-chloro-3-(difluoromethyl)-1-methyl-4H-pyrazole-4-carbaldehyde and 3-trifluoromethylphenol in the manner similar to the method in Production Example 1 above except potassium carbonate was used instead of potassium hydroxide.